describe an organic reaction: reactants, conditions, products, and yield From a dataset of the Open Reaction Database (ORD), a public repository of structured organic reaction records. Starting materials: O=C1CCC(=O)N1Br, CC#N, Cc1c(N)cc2c(c1C)OCC2c1ccc(C(C)C)cc1. Yields the product Cc1c(C)c2c(c(Br)c1N)C(c1ccc(C(C)C)cc1)CO2. RXN SMILES: [Br:22][N:23]1[C:24](=[O:25])[CH2:26][CH2:27][C:28]1=[O:29].[CH3:30][C:31]#[N:32].[CH:1]([CH3:2])([CH3:3])[c:4]1[cH:5][cH:6][c:7]([CH:10]2[CH2:11][O:12][c:13]3[c:14]2[cH:15][c:16]([NH2:21])[c:17]([CH3:20])[c:18]3[CH3:19])[cH:8][cH:9]1>>[CH:1]([CH3:2])([CH3:3])[c:4]1[cH:5][cH:6][c:7]([CH:10]2[CH2:11][O:12][c:13]3[c:14]2[c:15]([Br:22])[c:16]([NH2:21])[c:17]([CH3:20])[c:18]3[CH3:19])[cH:8][cH:9]1. Reactants: COC1=C(C=CC(=C1)C=C(C)C)C(CCCC)=O (2'-methoxy-4'-(2-methyl-1-propenyl)valerophenone). Reagents/catalysts: [Pd] (palladium on carbon). Reaction conditions: time 30 minute. Product: C(C(C)C)C1=CC(=C(C=C1)C(CCCC)O)OC (1-(4-isobutyl-2-methoxyphenyl)pentanol). Yield: 98.4%. RXN SMILES: [CH3:1][O:2][C:3]1[CH:8]=[C:7]([CH:9]=[C:10]([CH3:12])[CH3:11])[CH:6]=[CH:5][C:4]=1[C:13](=[O:18])[CH2:14][CH2:15][CH2:16][CH3:17]>[Pd]>[CH2:9]([C:7]1[CH:6]=[CH:5][C:4]([CH:13]([OH:18])[CH2:14][CH2:15][CH2:16][CH3:17])=[C:3]([O:2][CH3:1])[CH:8]=1)[CH:10]([CH3:12])[CH3:11]. Reported procedure: A mixture of 2'-methoxy-4'-(2-methyl-1-propenyl)valerophenone (88 mg) and 10% palladium on carbon (30 mg) was stirred under hydrogen atmosphere for 30 minutes. Catalyst was removed by filtration and the filtrate was concentrated. The residue was dissolved in methanol (5 ml) and then sodium borohydride (16 mg) was added. The reaction mixture was stirred at room temperature for 30 minutes. The mixture was poured into ice water and acidified with 6N hydrochloric acid and extracted with ethyl acetat... Reactants: NC1=NC=C(C=C1)Br (2-amino-5-bromopyridine), C1(=CC=CC=C1)P(C1=CC=CC=C1)C1=CC=CC=C1 (triphenylphosphine), BrC=1C=C(C=CC1S(=O)(=O)C)C(C(=O)O)CC1CCCC1 (2-(3-bromo-4-methanesulfonyl-phenyl)-3-cyclopentyl-propionic acid), BrN1C(CCC1=O)=O (N-bromosuccinimide). The solvent is C(Cl)Cl (methylene chloride). Conditions: temperature 0 celsius, time 10 minute. The product is BrC=1C=C(C=CC1S(=O)(=O)C)C(C(=O)NC1=NC=C(C=C1)Br)CC1CCCC1 (2-(3-bromo-4-methanesulfonyl-phenyl)-N-(5-bromo-pyridin-2-yl)-3-cyclopentyl-propionamide). The yield is 58.4%. Reaction SMILES: C1(P(C2C=CC=CC=2)C2C=CC=CC=2)C=CC=CC=1.BrN1C(=O)CCC1=O.[Br:28][C:29]1[CH:30]=[C:31]([CH:39]([CH2:43][CH:44]2[CH2:48][CH2:47][CH2:46][CH2:45]2)[C:40]([OH:42])=O)[CH:32]=[CH:33][C:34]=1[S:35]([CH3:38])(=[O:37])=[O:36].[NH2:49][C:50]1[CH:55]=[CH:54][C:53]([Br:56])=[CH:52][N:51]=1>C(Cl)Cl>[Br:28][C:29]1[CH:30]=[C:31]([CH:39]([CH2:43][CH:44]2[CH2:48][CH2:47][CH2:46][CH2:45]2)[C:40]([NH:49][C:50]2[CH:55]=[CH:54][C:53]([Br:56])=[CH:52][N:51]=2)=[O:42])[CH:32]=[CH:33][C:34]=1[S:35]([CH3:38])(=[O:36])=[O:37]. Procedure details: A solution of triphenylphosphine (154 mg, 0.59 mmol) in methylene chloride (3 mL) was cooled to 0° C. and then slowly treated with N-bromosuccinimide (104 mg, 0.59 mmol). The reaction mixture was stirred at 0° C. for 10 min and then treated with 2-(3-bromo-4-methanesulfonyl-phenyl)-3-cyclopentyl-propionic acid (prepared as in Example 72, 200 mg, 0.53 mmol). The resulting reaction mixture was stirred at 0° C. for 5 min and then allowed to warm to 25° C. where it was stirred for 30 min. The reacti... The reactants are C(C(=O)O)(=O)O.C(C)(=O)OC1(CN(CC1)CC1=CC=CC=C1)C1=C(C=CC=C1)CC1=CC=CC=C1 (3-acetoxy-1-benzyl-3-(α-phenyl-2-tolyl)pyrrolidine oxalate), [OH-].[Na+] (NaOH), C(Cl)Cl (CH2Cl2). Run at time 8 hour. The product is Cl.C1(=CC=CC=C1)CC1=C(C=CC=C1)C1CNCC1 (3-(α-phenyl-2-tolyl)pyrrolidine hydrochloride). RXN SMILES: C(O)(=O)C(O)=O.C(O[C:11]1([C:23]2[CH:28]=[CH:27][CH:26]=[CH:25][C:24]=2[CH2:29][C:30]2[CH:35]=[CH:34][CH:33]=[CH:32][CH:31]=2)[CH2:15][CH2:14][N:13](CC2C=CC=CC=2)[CH2:12]1)(=O)C.[OH-].[Na+].C(Cl)[Cl:39]>>[ClH:39].[C:30]1([CH2:29][C:24]2[CH:25]=[CH:26][CH:27]=[CH:28][C:23]=2[CH:11]2[CH2:15][CH2:14][NH:13][CH2:12]2)[CH:31]=[CH:32][CH:33]=[CH:34][CH:35]=1 |f:0.1,2.3,5.6|. Procedure: 25.9 g of 3-acetoxy-1-benzyl-3-(α-phenyl-2-tolyl)pyrrolidine oxalate of Example 57 is suspended at 0° C. in 500 ml CH2Cl2 and stirred with a slight excess of 5% NaOH for 1/2 hour. The organic layer is washed with water, dried (Na2SO4), and concentrated to an oil. This oil is dissolved in 200 ml of i-propanol and the solution is made acidic with a very slight excess of HCl/i-propanol and hydrogenated with 5 g of Pd on carbon (10%) at 70° C. and 60 psig for 8 hours. After filtration the solution i...